This data is from the Open Reaction Database (ORD), a public repository of structured organic reaction records. The task is: describe an organic reaction: reactants, conditions, products, and yield Starting materials: COCCOC, COC(=O)c1cc(Br)cc(-c2ccc(C)cn2)c1, OB(O)c1ccnn1CC1CC1, [K+], [K+], [K+], O, O=P([O-])([O-])[O-], [Pd], c1ccc(P(c2ccccc2)c2ccccc2)cc1, c1ccc(P(c2ccccc2)c2ccccc2)cc1, c1ccc(P(c2ccccc2)c2ccccc2)cc1, c1ccc(P(c2ccccc2)c2ccccc2)cc1. Product: COC(=O)c1cc(-c2ccc(C)cn2)cc(-c2ccnn2CC2CC2)c1. RXN SMILES: [CH3:19][O:20][CH2:21][CH2:22][O:23][CH3:24].[CH3:1][O:2][C:3]([c:4]1[cH:5][c:6]([Br:17])[cH:7][c:8](-[c:10]2[n:11][cH:12][c:13]([CH3:16])[cH:14][cH:15]2)[cH:9]1)=[O:18].[CH:25]1([CH2:28][n:29]2[n:30][cH:31][cH:32][c:33]2[B:34]([OH:35])[OH:36])[CH2:26][CH2:27]1.[K+:42].[K+:43].[K+:44].[OH2:45].[P:37]([O-:38])([O-:39])([O-:40])=[O:41].[Pd:122].[c:103]1([P:104]([c:105]2[cH:106][cH:107][cH:108][cH:109][cH:110]2)[c:111]2[cH:112][cH:113][cH:114][cH:115][cH:116]2)[cH:117][cH:118][cH:119][cH:120][cH:121]1.[c:46]1([P:47]([c:48]2[cH:49][cH:50][cH:51][cH:52][cH:53]2)[c:54]2[cH:55][cH:56][cH:57][cH:58][cH:59]2)[cH:60][cH:61][cH:62][cH:63][cH:64]1.[c:65]1([P:66]([c:67]2[cH:68][cH:69][cH:70][cH:71][cH:72]2)[c:73]2[cH:74][cH:75][cH:76][cH:77][cH:78]2)[cH:79][cH:80][cH:81][cH:82][cH:83]1.[c:84]1([P:85]([c:86]2[cH:87][cH:88][cH:89][cH:90][cH:91]2)[c:92]2[cH:93][cH:94][cH:95][cH:96][cH:97]2)[cH:98][cH:99][cH:100][cH:101][cH:102]1>>[CH3:1][O:2][C:3]([c:4]1[cH:5][c:6](-[c:33]2[n:29]([CH2:28][CH:25]3[CH2:26][CH2:27]3)[n:30][cH:31][cH:32]2)[cH:7][c:8](-[c:10]2[n:11][cH:12][c:13]([CH3:16])[cH:14][cH:15]2)[cH:9]1)=[O:18]. The reactants are O=C([O-])[O-], N#Cc1cccc(C(=O)O)c1, CO, [Cl-], [K+], [K+], [NH3+]O. Yields the product N=C(NO)c1cccc(C(=O)O)c1. Reaction SMILES: [C:1](=[O:2])([O-:3])[O-:4].[C:7](#[N:8])[c:9]1[cH:10][c:11]([C:12](=[O:13])[OH:14])[cH:15][cH:16][cH:17]1.[CH3:21][OH:22].[Cl-:18].[K+:5].[K+:6].[OH:19][NH3+:20]>>[C:7](=[NH:8])([c:9]1[cH:10][c:11]([C:12](=[O:13])[OH:14])[cH:15][cH:16][cH:17]1)[NH:20][OH:19]. The reactants are OC1C=C(CN(C1)C)C1=CC=C(C=C1)C (5-hydroxy-1-methyl-3-(4-methylphenyl)-1,2,5,6-tetrahydropyridine), [H][H] (hydrogen). The reagents and catalysts are [Pd] (palladium-on-charcoal). The solvent is CO (methanol). The product is O[C@@H]1CN(C[C@@H](C1)C1=CC=C(C=C1)C)C (cis-3-Hydroxy-1-methyl-5-(4-methylphenyl)piperidine). Yield: 77.7%. Reaction SMILES: [OH:1][CH:2]1[CH2:7][N:6]([CH3:8])[CH2:5][C:4]([C:9]2[CH:14]=[CH:13][C:12]([CH3:15])=[CH:11][CH:10]=2)=[CH:3]1.[H][H]>CO.[Pd]>[OH:1][C@H:2]1[CH2:3][C@@H:4]([C:9]2[CH:14]=[CH:13][C:12]([CH3:15])=[CH:11][CH:10]=2)[CH2:5][N:6]([CH3:8])[CH2:7]1. Procedure: A solution of 5-hydroxy-1-methyl-3-(4-methylphenyl)-1,2,5,6-tetrahydropyridine (5.1 g, 25 mM) in methanol (200 ml) was hydrogenated in a Parr apparatus at 50 psi (about 3.51×104 kg/sq.m.) and room temperature over 10% palladium-on-charcoal (1 g). After the theoretical uptake of hydrogen had occurred (about 3 hours) the catalyst was removed by filtration and the solvent removed under vacuum. Recrystallisation from cyclohexane gave the title compound (4 g). A portion was converted to the hydrochlo... Starting materials: C1=C(C=CC=2C3=CC=CC=C3C=CC12)B(O)O (phenanthrene-2-boronic acid), BrC1=CC=CC=2C3=CC=CC=C3C=CC12 (1-bromophenanthrene). Product: C1(=CC=CC=2C3=CC=CC=C3C=CC12)B(O)O (phenanthrene-1-boronic acid). Reaction SMILES: C1C2C=CC3C(=CC=CC=3)C=2C=CC=1[B:15]([OH:17])[OH:16].Br[C:19]1[C:32]2[CH:31]=[CH:30][C:29]3[C:24](=[CH:25][CH:26]=[CH:27][CH:28]=3)[C:23]=2[CH:22]=[CH:21][CH:20]=1>>[C:19]1([B:15]([OH:17])[OH:16])[C:32]2[CH:31]=[CH:30][C:29]3[C:24](=[CH:25][CH:26]=[CH:27][CH:28]=3)[C:23]=2[CH:22]=[CH:21][CH:20]=1. Reported procedure: Synthesis was performed in the same manner as in the synthesis of phenanthrene-2-boronic acid except that 1-bromophenanthrene was used instead of 2-iodophenanthrene.